This data is from the Open Reaction Database (ORD), a public repository of structured organic reaction records. The task is: describe an organic reaction: reactants, conditions, products, and yield The reactants are C=C1[C@H](C[C@H](OC)O[C@H]1C)NC(C(F)(F)F)=O (methyl 2,3,4,6-tetradeoxy-4-C-methylene-3-trifluoroacetamido-α-L-threo-hexopyranoside). Solvent: C(C)(=O)O (acetic acid), O (water). Product: C=C1[C@H](CC(O)O[C@H]1C)NC(C(F)(F)F)=O (2,3,4,6-tetradeoxy-4-C-methylene-3-trifluoroacetamido-L-threo-hexopyranose). Yield: 98.2%. As a reaction SMILES: [CH2:1]=[C:2]1[C@H:9]([CH3:10])[O:8][C@@H:5]([O:6]C)[CH2:4][C@@H:3]1[NH:11][C:12](=[O:17])[C:13]([F:16])([F:15])[F:14]>C(O)(=O)C.O>[CH2:1]=[C:2]1[C@H:9]([CH3:10])[O:8][CH:5]([OH:6])[CH2:4][C@@H:3]1[NH:11][C:12](=[O:17])[C:13]([F:16])([F:15])[F:14]. Procedure details: A solution of 0.51 g (2 mmol) of the intermediate VIII in 10 ml of acetic acid and 40 ml of water was heated at 100° C. for two hours, then evaporated to dryness to give 2,3,4,6-tetradeoxy-4-C-methylene-3-trifluoroacetamido-L-threo-hexopyranose (IX, 0.47 g, 99%) as a white solid: m.p. 168°-170° C., [α]D20° -160° (c=0.5, CHCl3). Treatment of IX (0.36 g, 1.5 mmol) in 25 ml of dry methylene dichloride with 4 ml of trifluoroacetic anhydride for 2 hours at 0° C. and 1 hour at 20° C. gave, after evapo... The reactants are FC(C(CO)C1=CC=C(C=C1)OCC)(F)F (1,1,1-trifluoro-2-(4-ethoxyphenyl)propan-3-ol), O(C1=CC=CC=C1)C=1C=C(CBr)C=CC1 (3-phenoxybenzyl bromide), [OH-].[Na+] (sodium hydroxide). Reagents/catalysts: S(=O)(=O)(O)[O-].C(CCC)[N+](CCCC)(CCCC)CCCC (tetra-n-butylammonium hydrogen sulphate). Conditions: time 6 hour. Yields the product FC(C(COCC1=CC(=CC=C1)OC1=CC=CC=C1)C1=CC=C(C=C1)OCC)(F)F (1,1,1-trifluoro-2-(4-ethoxyphenyl)-3-(3-phenoxybenzyloxy)propane). Isolated yield 29.5%. Reaction SMILES: [F:1][C:2]([F:16])([F:15])[CH:3]([C:6]1[CH:11]=[CH:10][C:9]([O:12][CH2:13][CH3:14])=[CH:8][CH:7]=1)[CH2:4][OH:5].[O:17]([C:24]1[CH:25]=[C:26]([CH:29]=[CH:30][CH:31]=1)[CH2:27]Br)[C:18]1[CH:23]=[CH:22][CH:21]=[CH:20][CH:19]=1.[OH-].[Na+]>S([O-])(O)(=O)=O.C([N+](CCCC)(CCCC)CCCC)CCC>[F:1][C:2]([F:15])([F:16])[CH:3]([C:6]1[CH:11]=[CH:10][C:9]([O:12][CH2:13][CH3:14])=[CH:8][CH:7]=1)[CH2:4][O:5][CH2:27][C:26]1[CH:29]=[CH:30][CH:31]=[C:24]([O:17][C:18]2[CH:23]=[CH:22][CH:21]=[CH:20][CH:19]=2)[CH:25]=1 |f:2.3,4.5|. Procedure details: A mixture of 1,1,1-trifluoro-2-(4-ethoxyphenyl)propan-3-ol (0.4 g), 3-phenoxybenzyl bromide (0.45 g), tetra-n-butylammonium hydrogen sulphate (0.05 g) and aqueous sodium hydroxide solution (40% w/v, 5.0 cm3) was stirred at the ambient temperature for 6 hours after which it was partitioned between water and diethyl ether. The ethereal phase was separated, washed twice with water, dried over anhydrous magnesium sulphate and concentrated by evaporation of the solvent under reduced pressure. The res... The product is CC1(C)Oc2ccc(C#N)cc2C(c2cccn(Cc3ccccc3)c2=O)C1O. The reactants are O=c1ccccn1Cc1ccccc1, C1CCOC1, CC1(C)Oc2ccc(C#N)cc2C2OC21, CCCCCC, CO, CC(C)NC(C)C, [Li]CCCC, N#N. RXN SMILES: [CH2:13]([c:14]1[cH:15][cH:16][cH:17][cH:18][cH:19]1)[n:20]1[c:21](=[O:26])[cH:22][cH:23][cH:24][cH:25]1.[CH2:48]1[O:49][CH2:50][CH2:51][CH2:52]1.[CH3:27][C:28]1([CH3:41])[O:29][c:30]2[cH:31][cH:32][c:33]([C:39]#[N:40])[cH:34][c:35]2[CH:36]2[CH:37]1[O:38]2.[CH3:42][CH2:43][CH2:44][CH2:45][CH2:46][CH3:47].[CH3:55][OH:56].[CH:6]([NH:7][CH:8]([CH3:9])[CH3:10])([CH3:11])[CH3:12].[Li:1][CH2:2][CH2:3][CH2:4][CH3:5].[N:53]#[N:54]>>[CH2:13]([c:14]1[cH:15][cH:16][cH:17][cH:18][cH:19]1)[n:20]1[c:21](=[O:26])[c:22]([CH:36]2[c:35]3[c:30]([cH:31][cH:32][c:33]([C:39]#[N:40])[cH:34]3)[O:29][C:28]([CH3:27])([CH3:41])[CH:37]2[OH:38])[cH:23][cH:24][cH:25]1. Starting materials: CS(C)=O, CC(N)CCN1CC(Oc2ccc(Cl)cc2)C1, CCc1nnc(NC(=O)Oc2ccccc2)s1. The product is CCc1nnc(NC(=O)NC(C)CCN2CC(Oc3ccc(Cl)cc3)C2)s1. Reaction SMILES: [CH3:35][S:36]([CH3:37])=[O:38].[Cl:1][c:2]1[cH:3][cH:4][c:5]([O:6][CH:7]2[CH2:8][N:9]([CH2:11][CH2:12][CH:13]([CH3:14])[NH2:15])[CH2:10]2)[cH:16][cH:17]1.[c:18]1([O:24][C:25](=[O:19])[NH:26][c:27]2[s:28][c:29]([CH2:32][CH3:33])[n:30][n:31]2)[cH:20][cH:21][cH:22][cH:23][cH:34]1>>[Cl:1][c:2]1[cH:3][cH:4][c:5]([O:6][CH:7]2[CH2:8][N:9]([CH2:11][CH2:12][CH:13]([CH3:14])[NH:15][C:25](=[O:24])[NH:26][c:27]3[s:28][c:29]([CH2:32][CH3:33])[n:30][n:31]3)[CH2:10]2)[cH:16][cH:17]1.